This data is from the Open Reaction Database (ORD), a public repository of structured organic reaction records. The task is: describe an organic reaction: reactants, conditions, products, and yield Reactants: ClC1=CC(=C(C=C1)\C=N\[S@@](=O)C(C)(C)C)F ((S)-2-methyl-propane-2-sulfinic acid 1-(4-chloro-2-fluoro-phenyl)-meth-(E)-ylideneamide), [Br-] (bromide), C1CCOC1 (THF), C1CCOC1 (THF), O (water), [Cl-].[NH4+] (ammonium chloride). Conditions: time 2 hour. Product: ClC1=CC(=C(C=C1)[C@@H](C1CC1)N[S@@](=O)C(C)(C)C)F ((S)-2-Methyl-propane-2-sulfinic acid [(R)-(4-chloro-2-fluoro-phenyl)cyclopropyl-methyl]-amide). As a reaction SMILES: [Cl:1][C:2]1[CH:7]=[CH:6][C:5](/[CH:8]=[N:9]/[S@:10]([C:12]([CH3:15])([CH3:14])[CH3:13])=[O:11])=[C:4]([F:16])[CH:3]=1.[Br-].[Cl-].[NH4+].O.[CH2:21]1[CH2:25]OC[CH2:22]1>>[Cl:1][C:2]1[CH:7]=[CH:6][C:5]([C@H:8]([NH:9][S@:10]([C:12]([CH3:13])([CH3:15])[CH3:14])=[O:11])[CH:22]2[CH2:21][CH2:25]2)=[C:4]([F:16])[CH:3]=1 |f:2.3|. Procedure: Step 1 To a solution of (S)-2-methyl-propane-2-sulfinic acid 1-(4-chloro-2-fluoro-phenyl)-meth-(E)-ylideneamide (26.2 g, 0.1 mol, 1.0 eq) in anhydrous THF (700 ml) at −75° C. was added 0.5M cyclopropylmagensium bromide in THF (400 ml, 0.2 mol, 2.0 eq) dropwise at <−65° C. over 30 min. The reaction was stirred for 2 hours at <−65° C. then allowed to warm to room temperature and stirred for 4 hours. Saturated ammonium chloride solution (300 ml), was added, followed by water (150 ml). The layers we...